Dataset: the Open Reaction Database (ORD), a public repository of structured organic reaction records. Task: describe an organic reaction: reactants, conditions, products, and yield Reactants: [Li]CCCC, CCOC(C)=O, CC(C)Oc1ccc2[nH]cc(CCC(=O)O)c2c1, Cl, C1CCOC1, O=S(=O)(Cl)Cl, c1ccccc1. Product: CC(C)Oc1ccc2c(c1)c(CCC(=O)O)cn2S(=O)(=O)c1ccccc1. Reaction SMILES: [CH2:19]([Li:20])[CH2:21][CH2:22][CH3:23].[CH3:40][CH2:41][O:42][C:43](=[O:44])[CH3:45].[CH:1]([CH3:2])([CH3:3])[O:4][c:5]1[cH:6][c:7]2[c:8]([CH2:14][CH2:15][C:16](=[O:17])[OH:18])[cH:9][nH:10][c:11]2[cH:12][cH:13]1.[ClH:46].[O:35]1[CH2:36][CH2:37][CH2:38][CH2:39]1.[S:24](=[O:25])(=[O:26])([Cl:27])[Cl:28].[cH:29]1[cH:30][cH:31][cH:32][cH:33][cH:34]1>>[CH:1]([CH3:2])([CH3:3])[O:4][c:5]1[cH:6][c:7]2[c:8]([CH2:14][CH2:15][C:16](=[O:17])[OH:18])[cH:9][n:10]([S:24](=[O:25])(=[O:26])[c:29]3[cH:30][cH:31][cH:32][cH:33][cH:34]3)[c:11]2[cH:12][cH:13]1. Reactants: NC[C@H]1N(CCC[C@H]1C)C(=O)C1=C(C=CC(=C1)C)C=1C=NN(C1)C (((2S,3R)-2-(aminomethyl)-3-methylpiperidin-1-yl)(5-methyl-2-(1-methyl-1H-pyrazol-4-yl)phenyl)methanone), FC=1C(=C(C(=O)O)C=CC1)OC (3-fluoro-2-methoxybenzoic acid). Product: NC[C@H]1N(CCC[C@H]1C)C(=O)C1=C(C(=CC=C1)F)OC (((2S,3R)-2-(Aminomethyl)-3-methylpiperidin-1-yl)(3-fluoro-2-methoxyphenyl)methanone). RXN SMILES: [NH2:1][CH2:2][C@@H:3]1[C@H:8]([CH3:9])[CH2:7][CH2:6][CH2:5][N:4]1C(C1C=C(C)C=CC=1C1C=NN(C)C=1)=O.[F:25][C:26]1[C:27]([O:35][CH3:36])=[C:28]([CH:32]=[CH:33][CH:34]=1)[C:29]([OH:31])=O>>[NH2:1][CH2:2][C@@H:3]1[C@H:8]([CH3:9])[CH2:7][CH2:6][CH2:5][N:4]1[C:29]([C:28]1[CH:32]=[CH:33][CH:34]=[C:26]([F:25])[C:27]=1[O:35][CH3:36])=[O:31]. Procedure: The title compound was prepared following the same general protocol as described for ((2S,3R)-2-(aminomethyl)-3-methylpiperidin-1-yl)(5-methyl-2-(1-methyl-1H-pyrazol-4-yl)phenyl)methanone in Example A1 using 3-fluoro-2-methoxybenzoic acid. MS (ESI) 281 (M+H). The yield is 92.4%. Starting materials: C(C)(C)N(C(C)C)CC (N,N-Diisopropylethylamine), Cl.FC1(CNCC1)F (3,3-difluoropyrrolidine hydrochloride), N#CBr (cyanic bromide), FC(C(=O)O)(F)F (Trifluoroacetic acid), C(C)(=O)[O-].[Na+] (sodium acetate), CN(N)C(=O)OC(C)(C)C (tert-Butyl 1-methylhydrazinecarboxylate), ClC(C(=O)Cl)Cl (2,2-Dichloroacetyl chloride), crude intermediate, C(C)(C)N(C(C)C)CC (N,N-diisopropylethylamine). Reported procedure: N,N-Diisopropylethylamine (900 mg, 1.22 ml, 6.97 mmol, Eq: 2.00) was added to 3,3-difluoropyrrolidine hydrochloride (500 mg, 3.5 mmol, Eq: 1.00) in diethyl ether (10 ml). A solution of cyanic bromide (369 mg, 3.5 mmol, Eq: 1.00) in diethyl ether (2 mL) was added at 0° C. The mixture was stirred over night at room temperature, filtered and concentrated on a rotatory evaporator at 40° C., keeping the pressure above 100 mbar (product is volatile). 2,2-Dichloroacetyl chloride (510 mg, 0.336 ml, 3.5 ... Solvent: C(C)OCC (diethyl ether), C(C)OCC (diethyl ether), ClCCl (Dichloromethane). Reaction SMILES: [CH:1]([N:4](CC)C(C)C)(C)C.Cl.[F:11][C:12]1([F:17])[CH2:16][CH2:15][NH:14][CH2:13]1.N#CBr.Cl[CH:22](Cl)[C:23](Cl)=[O:24].C[N:28]([C:30](OC(C)(C)C)=O)[NH2:29].FC(F)(F)C(O)=O.C([O-])(=O)C.[Na+]>C(OCC)C.ClCCl>[F:11][C:12]1([F:17])[CH2:16][CH2:15][N:14]([C:1]2[N:4]=[C:22]([CH:23]=[O:24])[N:28]([CH3:30])[N:29]=2)[CH2:13]1 |f:1.2,7.8|. Yields the product FC1(CN(CC1)C1=NN(C(=N1)C=O)C)F (3-(3,3-Difluoropyrrolidin-1-yl)-1-methyl-1H-1,2,4-triazole-5-carbaldehyde). Reactants: Cc1cc(N2CC(CNC(=O)c3ccc(Cl)s3)OC2=O)ccc1-n1cccc(CCO[Si](c2ccccc2)(c2ccccc2)C(C)(C)C)c1=O, CO, ClCCl, Cl. Yields the product Cc1cc(N2CC(CNC(=O)c3ccc(Cl)s3)OC2=O)ccc1-n1cccc(CCO)c1=O. Reaction SMILES: [C:2]([Si:3]([c:4]1[cH:5][cH:6][cH:40][cH:41][cH:42]1)([O:7][CH2:8][CH2:9][c:10]1[c:11](=[O:39])[n:12](-[c:16]2[c:17]([CH3:38])[cH:18][c:19]([N:22]3[C:23](=[O:37])[O:24][CH:25]([CH2:27][NH:28][C:29](=[O:30])[c:31]4[s:32][c:33]([Cl:36])[cH:34][cH:35]4)[CH2:26]3)[cH:20][cH:21]2)[cH:13][cH:14][cH:15]1)[c:43]1[cH:44][cH:45][cH:46][cH:47][cH:48]1)([CH3:49])([CH3:50])[CH3:51].[CH3:52][OH:53].[Cl:54][CH2:55][Cl:56].[ClH:1]>>[OH:7][CH2:8][CH2:9][c:10]1[c:11](=[O:39])[n:12](-[c:16]2[c:17]([CH3:38])[cH:18][c:19]([N:22]3[C:23](=[O:37])[O:24][CH:25]([CH2:27][NH:28][C:29](=[O:30])[c:31]4[s:32][c:33]([Cl:36])[cH:34][cH:35]4)[CH2:26]3)[cH:20][cH:21]2)[cH:13][cH:14][cH:15]1. Starting materials: C1(=CC=CC=C1)NC(C1=CC=NC=C1)=O (N-phenylisonicotinamide), C(CCC)[Li] (n-butyllithium), C1CO1 (ethylene oxide), O1CCOCC1 (dioxane). The solvent is O1CCCC1 (tetrahydrofuran). The product is OCCC1=C(C(=O)NC2=CC=CC=C2)C=CN=C1 (3-(2-Hydroxyethyl)-N-phenylisonicotinamide). The yield is 43.0%. Reaction SMILES: [C:1]1([NH:7][C:8](=[O:15])[C:9]2[CH:14]=[CH:13][N:12]=[CH:11][CH:10]=2)[CH:6]=[CH:5][CH:4]=[CH:3][CH:2]=1.C([Li])CCC.[CH2:21]1[O:23][CH2:22]1.O1CCOCC1>O1CCCC1>[OH:23][CH2:22][CH2:21][C:14]1[CH:13]=[N:12][CH:11]=[CH:10][C:9]=1[C:8]([NH:7][C:1]1[CH:6]=[CH:5][CH:4]=[CH:3][CH:2]=1)=[O:15]. Reported procedure: To a solution of N-phenylisonicotinamide (1.98 g, 10 mmol) in tetrahydrofuran (40 ml) at -78° C. was added a solution of n-butyllithium (1.6M in hexanes; 13.5 ml, 21.6 mmol) and the resulting red solution stirrred for 40 minutes before addition of a solution of ethylene oxide in dioxane (3.56M; 3.0 ml, 11 mmol). After allowing the mixture to warm to room temperature over 21/2 hours, the reaction was quenched by addition of methanol (8 ml). The solvent was evaporated and the residue partitioned b... Starting materials: [Li]CCCC, C=CC(C)(Cc1cn(S(=O)(=O)N(C)C)cn1)C(F)(F)F, COC(=O)Cc1ccc(-c2ccc(F)cn2)cc1, C1CCOC1. Product: C=CC(C)(Cc1cn(S(=O)(=O)N(C)C)c(C(=O)Cc2ccc(-c3ccc(F)cn3)cc2)n1)C(F)(F)F. As a reaction SMILES: [CH2:1]([Li:2])[CH2:3][CH2:4][CH3:5].[CH3:6][N:7]([S:8](=[O:9])(=[O:10])[n:11]1[cH:12][n:13][c:14]([CH2:16][C:17]([CH:18]=[CH2:19])([C:20]([F:21])([F:22])[F:23])[CH3:24])[cH:15]1)[CH3:25].[F:26][c:27]1[cH:28][cH:29][c:30](-[c:33]2[cH:34][cH:35][c:36]([CH2:39][C:40](=[O:41])[O:42][CH3:43])[cH:37][cH:38]2)[n:31][cH:32]1.[O:44]1[CH2:45][CH2:46][CH2:47][CH2:48]1>>[CH3:6][N:7]([S:8](=[O:9])(=[O:10])[n:11]1[c:12]([C:40]([CH2:39][c:36]2[cH:35][cH:34][c:33](-[c:30]3[cH:29][cH:28][c:27]([F:26])[cH:32][n:31]3)[cH:38][cH:37]2)=[O:41])[n:13][c:14]([CH2:16][C:17]([CH:18]=[CH2:19])([C:20]([F:21])([F:22])[F:23])[CH3:24])[cH:15]1)[CH3:25].